Dataset: the Open Reaction Database (ORD), a public repository of structured organic reaction records. Task: describe an organic reaction: reactants, conditions, products, and yield The reactants are C1CCOC1, Cc1nc2c(o1)c(C(=O)O)cc1nc(Nc3c(F)cccc3Cl)[nH]c12, Nc1ccc(F)cc1, [H-], [Na+], O=S(Cl)Cl. Yields the product Cc1nc2c(o1)c(C(=O)Nc1ccc(F)cc1)cc1nc(Nc3c(F)cccc3Cl)[nH]c12. As a reaction SMILES: [CH2:40]1[O:41][CH2:42][CH2:43][CH2:44]1.[Cl:1][c:2]1[c:3]([NH:9][c:10]2[n:11][c:12]3[cH:13][c:14]([C:23](=[O:24])[OH:25])[c:15]4[c:16]([n:17][c:18]([CH3:20])[o:19]4)[c:21]3[nH:22]2)[c:4]([F:8])[cH:5][cH:6][cH:7]1.[F:30][c:31]1[cH:32][cH:33][c:34]([NH2:35])[cH:36][cH:37]1.[H-:39].[Na+:38].[S:26]([Cl:27])([Cl:28])=[O:29]>>[Cl:1][c:2]1[c:3]([NH:9][c:10]2[n:11][c:12]3[cH:13][c:14]([C:23](=[O:25])[NH:35][c:34]4[cH:33][cH:32][c:31]([F:30])[cH:37][cH:36]4)[c:15]4[c:16]([n:17][c:18]([CH3:20])[o:19]4)[c:21]3[nH:22]2)[c:4]([F:8])[cH:5][cH:6][cH:7]1.